From a dataset of the Open Reaction Database (ORD), a public repository of structured organic reaction records. describe an organic reaction: reactants, conditions, products, and yield Reactants: O=C(Cl)c1ccccc1, CCOC(C)=O, NCC(C(O)c1ccc([N+](=O)[O-])cc1)N1CCC(Cc2ccccc2)CC1, c1ccncc1. RXN SMILES: [C:28]([c:29]1[cH:30][cH:31][cH:32][cH:33][cH:34]1)(=[O:35])[Cl:36].[CH2:43]([O:44][C:45](=[O:46])[CH3:47])[CH3:48].[N+:1](=[O:2])([O-:3])[c:4]1[cH:5][cH:6][c:7]([CH:10]([CH:11]([CH2:12][NH2:13])[N:14]2[CH2:15][CH2:16][CH:17]([CH2:20][c:21]3[cH:22][cH:23][cH:24][cH:25][cH:26]3)[CH2:18][CH2:19]2)[OH:27])[cH:8][cH:9]1.[cH:37]1[cH:38][cH:39][n:40][cH:41][cH:42]1>>[N+:1](=[O:2])([O-:3])[c:4]1[cH:5][cH:6][c:7]([CH:10]([CH:11]([CH2:12][NH:13][C:28]([c:29]2[cH:30][cH:31][cH:32][cH:33][cH:34]2)=[O:35])[N:14]2[CH2:15][CH2:16][CH:17]([CH2:20][c:21]3[cH:22][cH:23][cH:24][cH:25][cH:26]3)[CH2:18][CH2:19]2)[OH:27])[cH:8][cH:9]1. The product is O=C(NCC(C(O)c1ccc([N+](=O)[O-])cc1)N1CCC(Cc2ccccc2)CC1)c1ccccc1. Starting materials: CC(=CC(=O)OCC)C1=CC=NC=C1 (ethyl 3-methyl-3-pyridin-4-ylprop-2-enoate). The reagents and catalysts are [Pd] (palladium on charcoal). Run in C(C)O (ethanol). Reaction conditions: time 18 hour. Product: CC(CC(=O)OCC)C1=CC=NC=C1 (Ethyl 3-methyl-3-pyridin-4-ylpropanoate). As a reaction SMILES: [CH3:1][C:2]([C:9]1[CH:14]=[CH:13][N:12]=[CH:11][CH:10]=1)=[CH:3][C:4]([O:6][CH2:7][CH3:8])=[O:5]>C(O)C.[Pd]>[CH3:1][CH:2]([C:9]1[CH:10]=[CH:11][N:12]=[CH:13][CH:14]=1)[CH2:3][C:4]([O:6][CH2:7][CH3:8])=[O:5]. Procedure details: To a solution of ethyl 3-methyl-3-pyridin-4-ylprop-2-enoate (Method 9; 8.4 g, 44 mmol) in ethanol (150 ml) was added 5% palladium on charcoal. The mixture was stirred under an atmosphere of hydrogen for 18 hours. The mixture was filtered through diatomaceous earth and the filtrate evaporated to leave a colourless oil. The crude product was purified by chromatography eluting with 30-50% EtOAc in hexane to give the product as a colourless oil. M/z 194. Starting materials: CCc1cccs1, CC(=O)OC(C)=O, O=P(O)(O)O. Product: CCc1ccc(C(C)=O)s1. RXN SMILES: [CH2:1]([CH3:2])[c:3]1[s:4][cH:5][cH:6][cH:7]1.[CH3:13][C:14]([O:15][C:17]([CH3:18])=[O:19])=[O:16].[P:8](=[O:9])([OH:10])([OH:11])[OH:12]>>[CH2:1]([CH3:2])[c:3]1[s:4][c:5]([C:17]([CH3:18])=[O:19])[cH:6][cH:7]1. Reactants: Cc1cc(Cl)nc(C(=O)NNC(C)C)c1NC(=O)c1cc(Br)nn1-c1ncccc1Cl, COC(=O)Cl, c1ccncc1. Yields the product COC(=O)N(NC(=O)c1nc(Cl)cc(C)c1NC(=O)c1cc(Br)nn1-c1ncccc1Cl)C(C)C. RXN SMILES: [Cl:1][c:2]1[cH:3][c:4]([CH3:31])[c:5]([NH:15][C:16](=[O:17])[c:18]2[n:19](-[c:24]3[n:25][cH:26][cH:27][cH:28][c:29]3[Cl:30])[n:20][c:21]([Br:23])[cH:22]2)[c:6]([C:8](=[O:9])[NH:10][NH:11][CH:12]([CH3:13])[CH3:14])[n:7]1.[Cl:32][C:33](=[O:34])[O:35][CH3:36].[cH:37]1[cH:38][cH:39][n:40][cH:41][cH:42]1>>[Cl:1][c:2]1[cH:3][c:4]([CH3:31])[c:5]([NH:15][C:16](=[O:17])[c:18]2[n:19](-[c:24]3[n:25][cH:26][cH:27][cH:28][c:29]3[Cl:30])[n:20][c:21]([Br:23])[cH:22]2)[c:6]([C:8](=[O:9])[NH:10][N:11]([CH:12]([CH3:13])[CH3:14])[C:33](=[O:34])[O:35][CH3:36])[n:7]1. The reactants are C(C1=CC=CC=C1)OC(=O)N1C(CCCC1C(=O)O)C(=O)O (Piperidine-1,2,6-tricarboxylic acid 1-benzyl ester), C(C)(=O)OC(C)=O (acetic anhydride), COC1=C(CCN)C=CC=C1 (2-methoxyphenethylamine). Solvent: O1CCOCC1 (dioxane). Conditions: time 1 hour. Yields the product C(C1=CC=CC=C1)OC(=O)N1C2C(OC(C1CCC2)=O)=O (2,4-Dioxo-3-oxa-9-aza-bicyclo[3.3.1]nonane-9-carboxylic acid benzyl ester), C(C1=CC=CC=C1)OC(=O)N1C2C(N(C(C1CCC2)=O)CCC2=C(C=CC=C2)OC)=O (3-[2-(2-Methoxyphenyl)-ethyl]-2,4-dioxo-3,9-diaza-bicyclo[3.3.1]nonane-9-carboxylic Acid Benzyl Ester). The yield is 90.0%. RXN SMILES: [CH2:1]([O:8][C:9]([N:11]1[CH:16]([C:17]([OH:19])=[O:18])[CH2:15][CH2:14][CH2:13][CH:12]1[C:20]([OH:22])=[O:21])=[O:10])[C:2]1[CH:7]=[CH:6][CH:5]=[CH:4][CH:3]=1.[CH3:23][O:24][C:25]1[CH:33]=[CH:32][CH:31]=[CH:30][C:26]=1[CH2:27][CH2:28][NH2:29].C(OC(=O)C)(=O)C>O1CCOCC1>[CH2:1]([O:8][C:9]([N:11]1[CH:16]2[CH2:15][CH2:14][CH2:13][CH:12]1[C:20](=[O:21])[O:18][C:17]2=[O:19])=[O:10])[C:2]1[CH:3]=[CH:4][CH:5]=[CH:6][CH:7]=1.[CH2:1]([O:8][C:9]([N:11]1[CH:12]2[CH2:13][CH2:14][CH2:15][CH:16]1[C:17](=[O:19])[N:29]([CH2:28][CH2:27][C:26]1[CH:30]=[CH:31][CH:32]=[CH:33][C:25]=1[O:24][CH3:23])[C:20]2=[O:22])=[O:10])[C:2]1[CH:3]=[CH:4][CH:5]=[CH:6][CH:7]=1. Procedure details: 2,4-Dioxo-3-oxa-9-aza-bicyclo[3.3.1]nonane-9-carboxylic acid benzyl ester (Compound 2, 1.00 g, 3.45 mmol), which was prepared from Compound 1, was dissolved in dioxane (1 mL), and 2-methoxyphenethylamine (0.50 mL, 3.45 mmol) was added from the top. The mixture was stirred at room temperature for 1 hour. After this time, acetic anhydride (0.65 mL, 6.9 mmol) was added, and the reaction was refluxed for 5 hours. Flash chromatographic purification of the residue (20% EtOAc/hexanes) gave Compound 8 (... Reactants: Cl.OC(CNC(CC1=CC=C(C=C1)OC)(C)C)COC1=CC=C(C=C1)OC (N-[2-Hydroxy-3-(4-methoxyphenoxy)propyl]-1,1-dimethyl-2-(4-methoxyphenyl)ethylamine Hydrochloride), ( 16 ), Cl.O(C1=CC=CC=C1)CCCNC(CC1=CC=C(C=C1)OC)(C)C (N-(3-Phenoxypropyl)-1,1-dimethyl-2-(4-methoxyphenyl)ethylamine Hydrochloride), Cl.OC(CNC(CC1=CC=C(C=C1)OC)(C)C)COC1=CC=C(C=C1)OC (N-[2-Hydroxy-3-(4-methoxyphenoxy)propyl]-1,1-dimethyl-2-(4-methoxyphenyl)ethylamine Hydrochloride), ( 100 ), Cl.OC(CNC(CC1=CC=C(C=C1)OC)(C)C)COC1=CC=C(C=C1)Cl (N-[2-Hydroxy-3-(4-chlorophenoxy)propyl]-1,1-dimethyl-2-(4-methoxypheny)ethylamine Hydrochloride), Cl.OC(CNC(CC1=CC=C(C=C1)OC)(C)C)COC1=CC=C(C=C1)C(C)(C)C (N-[2-Hydroxy-3-(4-t-butylphenoxy)propyl]-1,1-dimethyl-2-(4-methoxyphenyl)ethylamine Hydrochloride). Product: Cl.OC(CNC(CC1=CC=C(C=C1)OC)(C)C)COC1=C(C=CC=C1)CC (N-[2-hydroxy-3-(2-ethylphenoxy)propyl]-1,1-dimethyl-2-(4-methoxyphenyl)ethylamine Hydrochloride). RXN SMILES: Cl.[OH:2][CH:3]([CH2:18][O:19][C:20]1[CH:25]=[CH:24][C:23]([Cl:26])=[CH:22][CH:21]=1)[CH2:4][NH:5][C:6]([CH3:17])([CH3:16])[CH2:7][C:8]1[CH:13]=[CH:12][C:11]([O:14][CH3:15])=[CH:10][CH:9]=1.Cl.O(CCCNC(C)(C)CC1C=CC(OC)=CC=1)[C:29]1C=CC=C[CH:30]=1.Cl.OC(COC1C=CC(OC)=CC=1)CNC(C)(C)CC1C=CC(OC)=CC=1.Cl.OC(COC1C=CC(C(C)(C)C)=CC=1)CNC(C)(C)CC1C=CC(OC)=CC=1>>[ClH:26].[OH:2][CH:3]([CH2:18][O:19][C:20]1[CH:25]=[CH:24][CH:23]=[CH:22][C:21]=1[CH2:29][CH3:30])[CH2:4][NH:5][C:6]([CH3:17])([CH3:16])[CH2:7][C:8]1[CH:13]=[CH:12][C:11]([O:14][CH3:15])=[CH:10][CH:9]=1 |f:0.1,2.3,4.5,6.7,8.9|. Procedure details: GC/EI-MS, m/z (rel. int.) 342 (M-15,1), 237 (16), 236 (100), 163 (5), 121 (17), 114 (7), 91 (6), 77 (7). The reactants are C(C)(C)(C)OC(=O)N[C@]1(CN(C[C@H]1CF)[C@H](C)C1=CC=CC=C1)C ((3R,4R)-3-(tert-butoxycarbonylamino)-4-fluoromethyl-3-methyl-1-[(1R)-1-phenylethyl]pyrrolidine). Reagents/catalysts: [C].[Pd] (palladium-carbon). The solvent is C(C)O (ethanol), [H][H] (hydrogen). The product is C(C)(C)(C)OC(=O)N[C@]1(CNC[C@H]1CF)C ((3R,4R)-3-(tert-Butoxycarbonylamino)-4-fluoromethyl-3-methylpyrrolidine). As a reaction SMILES: [C:1]([O:5][C:6]([NH:8][C@:9]1([CH3:24])[C@H:13]([CH2:14][F:15])[CH2:12][N:11]([C@@H](C2C=CC=CC=2)C)[CH2:10]1)=[O:7])([CH3:4])([CH3:3])[CH3:2]>C(O)C.[C].[Pd].[H][H]>[C:1]([O:5][C:6]([NH:8][C@:9]1([CH3:24])[C@H:13]([CH2:14][F:15])[CH2:12][NH:11][CH2:10]1)=[O:7])([CH3:4])([CH3:3])[CH3:2] |f:2.3|. Reported procedure: To a solution of (3R,4R)-3-(tert-butoxycarbonylamino)-4-fluoromethyl-3-methyl-1-[(1R)-1-phenylethyl]pyrrolidine (250 mg, 0.743 mmol) in ethanol (10 mL) was added 10% palladium-carbon catalyst (containing 52.8% water, 250 mg), and the suspension was stirred in an oil bath at 40° C. for 1.5 hours in hydrogen gas atmosphere. After removing the catalyst by filtration, the filtrate was concentrated under reduced pressure to obtain 169 mg (98%) of the crude target compound as a colorless transparent s... Starting materials: CCOC(C)=O, CCN=C=NCCCN(C)C, CO, Cl, COc1ccc(C(Sc2c(N)cccc2OCc2ccccc2)C(O)C(=O)O)cc1, CN(C)C=O, On1nnc2ccccc21. Yields the product COc1ccc(C2Sc3c(cccc3OCc3ccccc3)NC(=O)C2O)cc1. As a reaction SMILES: [C:55]([O:56][CH2:57][CH3:58])(=[O:59])[CH3:60].[CH3:32][N:33]([CH3:34])[CH2:35][CH2:36][CH2:37][N:38]=[C:39]=[N:40][CH2:41][CH3:42].[CH3:53][OH:54].[ClH:31].[NH2:1][c:2]1[c:3]([S:16][CH:17]([CH:18]([C:19](=[O:20])[OH:21])[OH:22])[c:23]2[cH:24][cH:25][c:26]([O:29][CH3:30])[cH:27][cH:28]2)[c:4]([O:8][CH2:9][c:10]2[cH:11][cH:12][cH:13][cH:14][cH:15]2)[cH:5][cH:6][cH:7]1.[O:61]=[CH:62][N:63]([CH3:64])[CH3:65].[OH:43][n:44]1[c:45]2[cH:46][cH:47][cH:48][cH:49][c:50]2[n:51][n:52]1>>[NH:1]1[c:2]2[c:3]([c:4]([O:8][CH2:9][c:10]3[cH:11][cH:12][cH:13][cH:14][cH:15]3)[cH:5][cH:6][cH:7]2)[S:16][CH:17]([c:23]2[cH:24][cH:25][c:26]([O:29][CH3:30])[cH:27][cH:28]2)[CH:18]([OH:22])[C:19]1=[O:20]. Starting materials: COC1=CC=C(CN2C(NC(C2=O)C)=O)C=C1 (3-(4-methoxybenzyl)-5-methylimidazolidine-2,4-dione), [BH4-].[Na+] (sodium borohydride), CO (methanol), Cl (hydrochloric acid). Solvent: O1CCCC1 (tetrahydrofuran), O1CCCC1 (tetrahydrofuran). Reaction conditions: time 15 minute. Yields the product COC1=CC=C(CN2C(NC(C2)C)=O)C=C1 (1-(4-methoxybenzyl)-4-methylimidazolidin-2-one). Isolated yield 61.7%. RXN SMILES: [BH4-].[Na+].[CH3:3][O:4][C:5]1[CH:19]=[CH:18][C:8]([CH2:9][N:10]2[C:14](=O)[CH:13]([CH3:16])[NH:12][C:11]2=[O:17])=[CH:7][CH:6]=1.CO.Cl>O1CCCC1>[CH3:3][O:4][C:5]1[CH:19]=[CH:18][C:8]([CH2:9][N:10]2[CH2:14][CH:13]([CH3:16])[NH:12][C:11]2=[O:17])=[CH:7][CH:6]=1 |f:0.1|. Procedure: Under a nitrogen stream, sodium borohydride (0.65 g) was suspended in tetrahydrofuran (25 mL), boron trifluoride diethyl ether complex (2.63 mL) was added dropwise under ice-cooling, and the mixture was stirred at the same temperature for 15 min. Then, a solution of 3-(4-methoxybenzyl)-5-methylimidazolidine-2,4-dione (2.00 g) described in Preparation Example 51 in tetrahydrofuran (25 ml) was added under ice-cooling, and the mixture was stirred at the same temperature for 30 min and at room tempe... Run in CN(C)C=O (DMF). The reactants are O (Water), OCC=1C(=C(C(=O)N(C)OC)C=CC1)[N+](=O)[O-] (3-(Hydroxymethyl)-N-methoxy-N-methyl-2-nitrobenzamide), CC(C)(C)[Si](C)(C)Cl (TBDMS-Cl), N1C=NC=C1 (imidazole). RXN SMILES: [OH:1][CH2:2][C:3]1[C:4]([N+:15]([O-:17])=[O:16])=[C:5]([CH:12]=[CH:13][CH:14]=1)[C:6]([N:8]([O:10][CH3:11])[CH3:9])=[O:7].[CH3:18][C:19]([Si:22](Cl)([CH3:24])[CH3:23])([CH3:21])[CH3:20].N1C=CN=C1.O>CN(C=O)C>[Si:22]([O:1][CH2:2][C:3]1[C:4]([N+:15]([O-:17])=[O:16])=[C:5]([CH:12]=[CH:13][CH:14]=1)[C:6]([N:8]([O:10][CH3:11])[CH3:9])=[O:7])([C:19]([CH3:21])([CH3:20])[CH3:18])([CH3:24])[CH3:23]. The yield is 78.5%. Procedure details: To a solution of Intermediate 37C (1.079 g, 4.49 mmol) and TBDMS-Cl (1.016 g, 6.74 mmol) in DMF (4 mL) was added imidazole (0.612 g, 8.98 mmol). The mixture was stirred at room temperature for 1 h. Water was added, and the mixture was extracted with EtOAc. The combined extracts were washed with 10% LiCl and brine, dried over MgSO4, filtered and concentrated to dryness. The crude material was purified by flash chromatography (SiO2, 40 g column, EtOAc/hexane=0-30%) to afford Intermediate 37D (1.25... Reaction conditions: time 1 hour. Product: [Si](C)(C)(C(C)(C)C)OCC=1C(=C(C(=O)N(C)OC)C=CC1)[N+](=O)[O-] (3-(((tert-Butyldimethylsilyl)oxy)methyl)-N-methoxy-N-methyl-2-nitrobenzamide).